This data is from the Open Reaction Database (ORD), a public repository of structured organic reaction records. The task is: describe an organic reaction: reactants, conditions, products, and yield Reactants: C1=C2C(=CS1)C(C=1C(=CSC1)C2=O)=O (4,8-dihydro-benzo[1,2-c:4,5-c']dithiophene-4,8-dione), ice water, S(O)(O)(=O)=O (sulfuric acid), [N-]=[N+]=[N-].[Na+] (sodium azide). The solvent is C(Cl)Cl (methylene chloride). Yields the product C=1SC=C2NC(C=3C(C(C21)=O)=CSC3)=O (4,5-Dihydro-dithieno[3,4-b:4',3'-e]azepine-5,9-dione). As a reaction SMILES: [CH:1]1[S:5][CH:4]=[C:3]2[C:6](=[O:14])[C:7]3[C:8]([C:12](=[O:13])[C:2]=12)=[CH:9][S:10][CH:11]=3.S(=O)(=O)(O)O.[N-:20]=[N+]=[N-].[Na+]>C(Cl)Cl>[CH:1]1[S:5][CH:4]=[C:3]2[C:2]=1[C:12](=[O:13])[C:8]1=[CH:9][S:10][CH:11]=[C:7]1[C:6](=[O:14])[NH:20]2 |f:2.3|. Reported procedure: 30.4 g (138 mmoles) of 4,8-dihydro-benzo[1,2-c:4,5-c']dithiophene-4,8-dione are suspended in 200 ml of methylene chloride; 280 ml of concentrated sulfuric acid are then added dropwise, with ice-cooling and stirring. A total of 13.0 g (200 mmoles) of sodium azide is then introduced a little at a time into the well stirred reaction mixture at 0° C. over a period of 2 hours. The mixture is then stirred at room temperature for 8 to 10 hours. The reaction mixture is poured carefully into 3 l of ice-w... Starting materials: C(C1=CC=CC=C1)OC1=C2C=C(NC2=CC=C1)C(=O)OCC (ethyl 4-benzyloxyindole-2-carboxylate), [H-].[Na+] (sodium hydride), CI (Methyl iodide). The solvent is CN(C)C=O (DMF). Reaction conditions: time 2 hour. The product is C(C1=CC=CC=C1)OC1=C2C=C(N(C2=CC=C1)C)C(=O)OCC (Ethyl 4-benzyloxy-1-methyl-1H-indole-2-carboxylate). As a reaction SMILES: [H-].[Na+].[CH2:3]([O:10][C:11]1[CH:19]=[CH:18][CH:17]=[C:16]2[C:12]=1[CH:13]=[C:14]([C:20]([O:22][CH2:23][CH3:24])=[O:21])[NH:15]2)[C:4]1[CH:9]=[CH:8][CH:7]=[CH:6][CH:5]=1.[CH3:25]I>CN(C=O)C>[CH2:3]([O:10][C:11]1[CH:19]=[CH:18][CH:17]=[C:16]2[C:12]=1[CH:13]=[C:14]([C:20]([O:22][CH2:23][CH3:24])=[O:21])[N:15]2[CH3:25])[C:4]1[CH:5]=[CH:6][CH:7]=[CH:8][CH:9]=1 |f:0.1|. Procedure: To a stirred suspension of sodium hydride (0.27 g, 60% dispersion in mineral oil) in DMF (50 mL) under nitrogen at room temperature was added ethyl 4-benzyloxyindole-2-carboxylate (1.59 gm). Methyl iodide (0.5 mL) was added 10 min. later. After 2 hr. excess sodium hydride was quenched with acetic acid (0.4 mL) and the solvent evaporated under reduced pressure. The residue was taken into EtOAc, washed with water and brine, dried over MgSO4, and evaporated to dryness to give an oil which was tritu... Starting materials: C(C)(C)C=1C(NC(NC1C(C1=CC(=CC(=C1)C)C)=O)=O)=O (5-Isopropyl-6-(3,5-dimethylbenzoyl)-2,4-pyrimidinedione), COC=1C=C(CBr)C=C(C1)OC (3,5-dimethoxybenzyl bromide). Product: COC=1C=C(CN2C(NC(C(=C2C(C2=CC(=CC(=C2)C)C)=O)C(C)C)=O)=O)C=C(C1)OC (1-(3,5-Dimethoxybenzyl)-5-isopropyl-6-(3,5-dimethyl-benzoyl)-2,4-pyrimidinedione). Yield: 67.8%. As a reaction SMILES: [CH:1]([C:4]1[C:5](=[O:21])[NH:6][C:7](=[O:20])[NH:8][C:9]=1[C:10](=[O:19])[C:11]1[CH:16]=[C:15]([CH3:17])[CH:14]=[C:13]([CH3:18])[CH:12]=1)([CH3:3])[CH3:2].[CH3:22][O:23][C:24]1[CH:25]=[C:26]([CH:29]=[C:30]([O:32][CH3:33])[CH:31]=1)[CH2:27]Br>>[CH3:33][O:32][C:30]1[CH:29]=[C:26]([CH:25]=[C:24]([O:23][CH3:22])[CH:31]=1)[CH2:27][N:8]1[C:9]([C:10](=[O:19])[C:11]2[CH:12]=[C:13]([CH3:18])[CH:14]=[C:15]([CH3:17])[CH:16]=2)=[C:4]([CH:1]([CH3:3])[CH3:2])[C:5](=[O:21])[NH:6][C:7]1=[O:20]. Procedure: 5-Isopropyl-6-(3,5-dimethylbenzoyl)-2,4-pyrimidinedione and 3,5-dimethoxybenzyl bromide were reacted by the same way with the example 1 to obtain the titled compound (296 mg, yield: 67.8%). The reactants are NC1=C(N=NN1C(CCCC1=CC=CC=C1)C(C)O)C(=O)N (5-amino-1-[1-(1-hydroxy-ethyl)-4-phenyl-butyl]-1H-[1,2,3]triazole-4-carboxamide), COC=1C=C(C=C(C1OC)OC)CC(=O)OC (methyl 3,4,5-trimethoxyphenylacetate). Yields the product COC=1C=C(CC=2NC(C3=C(N2)N(N=N3)C(CCCC3=CC=CC=C3)C(C)O)=O)C=C(C1OC)OC (5-(3,4,5-Trimethoxy-benzyl)-3-[1-(1-hydroxy-ethyl)-4-phenyl-butyl]-3,6-dihydro-[1,2,3]triazolo[4,5-d]pyrimidin-7-one). Reaction SMILES: [NH2:1][C:2]1[N:6]([CH:7]([CH:17]([OH:19])[CH3:18])[CH2:8][CH2:9][CH2:10][C:11]2[CH:16]=[CH:15][CH:14]=[CH:13][CH:12]=2)[N:5]=[N:4][C:3]=1[C:20]([NH2:22])=[O:21].[CH3:23][O:24][C:25]1[CH:26]=[C:27]([CH2:35][C:36](OC)=O)[CH:28]=[C:29]([O:33][CH3:34])[C:30]=1[O:31][CH3:32]>>[CH3:34][O:33][C:29]1[CH:28]=[C:27]([CH:26]=[C:25]([O:24][CH3:23])[C:30]=1[O:31][CH3:32])[CH2:35][C:36]1[NH:22][C:20](=[O:21])[C:3]2[N:4]=[N:5][N:6]([CH:7]([CH:17]([OH:19])[CH3:18])[CH2:8][CH2:9][CH2:10][C:11]3[CH:12]=[CH:13][CH:14]=[CH:15][CH:16]=3)[C:2]=2[N:1]=1. Procedure details: Analogously to the procedure of Example XI, the title compound is prepared from 10 mg (0.024 mmol) of 5-amino-1-[1-(1-hydroxy-ethyl)-4-phenyl-butyl]-1H-[1,2,3]triazole-4-carboxamide and 20 mg (0.107 mmol) of methyl 3,4,5-trimethoxyphenylacetate.